From a dataset of the Open Reaction Database (ORD), a public repository of structured organic reaction records. describe an organic reaction: reactants, conditions, products, and yield Reactants: Oc1ccc(Br)cc1F, CC(C)=O, CI, [K+], [K+], O=C([O-])[O-]. Yields the product COc1ccc(Br)cc1F. Reaction SMILES: [Br:3][c:4]1[cH:5][c:6]([F:11])[c:7]([OH:10])[cH:8][cH:9]1.[CH3:18][C:19](=[O:20])[CH3:21].[CH3:1][I:2].[K+:12].[K+:13].[O-:14][C:15]([O-:16])=[O:17]>>[Br:3][c:4]1[cH:5][c:6]([F:11])[c:7]([O:10][CH3:15])[cH:8][cH:9]1. The reactants are C([O-])([O-])=O.[K+].[K+] (potassium carbonate), N1N=CN=C1 (1,2,4-triazole), ClC1=CC=C(OC(C(C(C)(C)C)=O)Cl)C=C1 (1-(4-chlorophenoxy)-1-chloro-3,3-dimethyl-butan-2-one). Run in CC(=O)C (acetone), CC(=O)C (acetone). Run at time 6 hour. The product is ClC1=CC=C(OC(C(C(C)(C)C)=O)N2N=CN=C2)C=C1 (1-(4-chlorophenoxy)-3,3-dimethyl-1-(1,2,4-triazol-1-yl)-butan-2-one). Isolated yield 87.1%. Reaction SMILES: [NH:1]1[CH:5]=[N:4][CH:3]=[N:2]1.C(=O)([O-])[O-].[K+].[K+].[Cl:12][C:13]1[CH:27]=[CH:26][C:16]([O:17][CH:18](Cl)[C:19](=[O:24])[C:20]([CH3:23])([CH3:22])[CH3:21])=[CH:15][CH:14]=1>CC(C)=O>[Cl:12][C:13]1[CH:27]=[CH:26][C:16]([O:17][CH:18]([N:1]2[CH:5]=[N:4][CH:3]=[N:2]2)[C:19](=[O:24])[C:20]([CH3:22])([CH3:23])[CH3:21])=[CH:15][CH:14]=1 |f:1.2.3|. Reported procedure: 418 g (6.6 mols) of 1,2,4-triazole were dissolved in 3,000 ml of acetone. 934 g (7.2 mols) of anhydrous, powdered potassium carbonate were added to this solution, the suspension was heated to the boil and a solution of 1,565 g (6 mols) of 1-(4-chlorophenoxy)-1-chloro-3,3-dimethyl-butan-2-one in 1,500 ml of acetone was added dropwise in a manner such that the mixture boiled under reflux without heating. After the addition had ended, the mixture was heated under reflux for 15 hours in order to bri... Reactants: C(CCC)OC1=C(C=C(C=C1)OC)C1=C(C=C(C=C1)COC=1C=C(C=CC1)CCC(=O)OC)C (Methyl 3-(3-(((2′-(butyloxy)-2-methyl-5′-(methyloxy)-1,1′-biphenyl-4-yl)methyl)oxy)phenyl)propanoate), [Li+].[OH-] (LiOH). Solvent: C1CCOC1.CO (THF MeOH). Run at temperature 23 celsius, time 8 hour. The product is C(CCC)OC1=C(C=C(C=C1)OC)C1=C(C=C(C=C1)COC=1C=C(C=CC1)CCC(=O)O)C (3-(3-(((2′-(Butyloxy)-2-methyl-5′-(methyloxy)-1,1′-biphenyl-4-yl)methyl)oxy)phenyl)propanoic acid). Yield: 71.0%. As a reaction SMILES: [CH2:1]([O:5][C:6]1[CH:11]=[CH:10][C:9]([O:12][CH3:13])=[CH:8][C:7]=1[C:14]1[CH:19]=[CH:18][C:17]([CH2:20][O:21][C:22]2[CH:23]=[C:24]([CH2:28][CH2:29][C:30]([O:32]C)=[O:31])[CH:25]=[CH:26][CH:27]=2)=[CH:16][C:15]=1[CH3:34])[CH2:2][CH2:3][CH3:4].[Li+].[OH-]>C1COCC1.CO>[CH2:1]([O:5][C:6]1[CH:11]=[CH:10][C:9]([O:12][CH3:13])=[CH:8][C:7]=1[C:14]1[CH:19]=[CH:18][C:17]([CH2:20][O:21][C:22]2[CH:23]=[C:24]([CH2:28][CH2:29][C:30]([OH:32])=[O:31])[CH:25]=[CH:26][CH:27]=2)=[CH:16][C:15]=1[CH3:34])[CH2:2][CH2:3][CH3:4] |f:1.2,3.4|. Reported procedure: To a solution of 4.3 (0.0241 g, 0.0521 mmol) in THF/MeOH (2/1) (1.5 mL) was added LiOH (0.50 mL, 0.500 mmol). The resulting mixture was stirred overnight at 23° C., quenched with excess 1N HCl, and extracted with EtOAc. The combined organic layers were dried over Na2SO4 and concentrated. The crude residue was purified by combiflash (0 to 40% EtOAc/hexanes) to afford 4 (0.0166 g, 71.0% yield). MS ESI (neg.) m/e: 393.1 (M−H)+. 1H NMR (400 MHz, CDCl3) δ ppm 7.32 (1H, s), 7.20-7.29 (4H, m), 6.83-6.9...